This data is from the Open Reaction Database (ORD), a public repository of structured organic reaction records. The task is: describe an organic reaction: reactants, conditions, products, and yield The reactants are Brc1cccnc1, CC(C)(C)OC(=O)N1CCC(C=O)CC1, C1CCOC1, CC(C)[N-]C(C)C, [Li+]. Yields the product CC(C)(C)OC(=O)N1CCC(C(O)c2ccncc2Br)CC1. RXN SMILES: [Br:1][c:2]1[cH:3][n:4][cH:5][cH:6][cH:7]1.[C:16]([CH3:17])([CH3:18])([CH3:19])[O:20][C:21](=[O:22])[N:23]1[CH2:24][CH2:25][CH:26]([CH:29]=[O:30])[CH2:27][CH2:28]1.[CH2:31]1[O:32][CH2:33][CH2:34][CH2:35]1.[CH3:9][CH:10]([N-:11][CH:12]([CH3:13])[CH3:14])[CH3:15].[Li+:8]>>[Br:1][c:2]1[cH:3][n:4][cH:5][cH:6][c:7]1[CH:29]([CH:26]1[CH2:25][CH2:24][N:23]([C:21]([O:20][C:16]([CH3:17])([CH3:18])[CH3:19])=[O:22])[CH2:28][CH2:27]1)[OH:30]. RXN SMILES: [C:1]([CH3:2])([CH3:3])([CH3:4])[O:5][C:6]([CH2:7][O:8][c:9]1[c:10]2[cH:11][c:12]([CH2:26][CH3:27])[n:13]([CH2:18][c:19]3[c:20]([Br:25])[cH:21][cH:22][cH:23][cH:24]3)[c:14]2[cH:15][cH:16][cH:17]1)=[O:28].[C:69]([O-:70])(=[O:71])[CH3:72].[C:74]([O-:75])(=[O:76])[CH3:77].[CH2:64]([OH:65])[CH2:66][CH3:67].[F:29][c:30]1[cH:31][cH:32][c:33]([B:36]([OH:37])[OH:38])[cH:34][cH:35]1.[Na+:58].[Na+:59].[O-:60][C:61](=[O:62])[O-:63].[OH2:68].[Pd+2:73].[c:39]1([P:40]([c:41]2[cH:42][cH:43][cH:44][cH:45][cH:46]2)[c:47]2[cH:48][cH:49][cH:50][cH:51][cH:52]2)[cH:53][cH:54][cH:55][cH:56][cH:57]1>>[C:1]([CH3:2])([CH3:3])([CH3:4])[O:5][C:6]([CH2:7][O:8][c:9]1[c:10]2[cH:11][c:12]([CH2:26][CH3:27])[n:13]([CH2:18][c:19]3[c:20](-[c:33]4[cH:32][cH:31][c:30]([F:29])[cH:35][cH:34]4)[cH:21][cH:22][cH:23][cH:24]3)[c:14]2[cH:15][cH:16][cH:17]1)=[O:28]. Product: CCc1cc2c(OCC(=O)OC(C)(C)C)cccc2n1Cc1ccccc1-c1ccc(F)cc1. Starting materials: CCc1cc2c(OCC(=O)OC(C)(C)C)cccc2n1Cc1ccccc1Br, CC(=O)[O-], CC(=O)[O-], CCCO, OB(O)c1ccc(F)cc1, [Na+], [Na+], O=C([O-])[O-], O, [Pd+2], c1ccc(P(c2ccccc2)c2ccccc2)cc1.